Dataset: the Open Reaction Database (ORD), a public repository of structured organic reaction records. Task: describe an organic reaction: reactants, conditions, products, and yield Starting materials: O=C(c1ccc([N+](=O)[O-])cc1)N1CCN(CCc2ccc(Cl)cc2)CC1, C1CCOC1. Product: Nc1ccc(C(=O)N2CCN(CCc3ccc(Cl)cc3)CC2)cc1. Reaction SMILES: [N+:1]([O-:2])(=[O:3])[c:4]1[cH:5][cH:6][c:7]([C:8](=[O:9])[N:10]2[CH2:11][CH2:12][N:13]([CH2:16][CH2:17][c:18]3[cH:19][cH:20][c:21]([Cl:24])[cH:22][cH:23]3)[CH2:14][CH2:15]2)[cH:25][cH:26]1.[O:27]1[CH2:28][CH2:29][CH2:30][CH2:31]1>>[NH2:1][c:4]1[cH:5][cH:6][c:7]([C:8](=[O:9])[N:10]2[CH2:11][CH2:12][N:13]([CH2:16][CH2:17][c:18]3[cH:19][cH:20][c:21]([Cl:24])[cH:22][cH:23]3)[CH2:14][CH2:15]2)[cH:25][cH:26]1.